This data is from the Open Reaction Database (ORD), a public repository of structured organic reaction records. The task is: describe an organic reaction: reactants, conditions, products, and yield Starting materials: S(=O)(=O)(C)Cl (mesyl chloride), NC1=CC=CC(=N1)N\C(=N/C(C1=CC=C(C=C1)C(F)(F)F)=O)\NCC1=C(C=CC=C1)C(F)(F)F ((Z)-N-(((6-Aminopyridin-2-yl)amino)((2-(trifluoromethyl)benzyl)amino) methylene)-4-(trifluoromethyl)benzamide), S(=O)(=O)(C)Cl (mesyl chloride), N1=CC=CC=C1 (pyridine). The solvent is ClCCl (dichloromethane). Conditions: time 3 day. Yields the product CS(=O)(=O)NC1=CC=CC(=N1)N\C(=N/C(C1=CC=C(C=C1)C(F)(F)F)=O)\NCC1=C(C=CC=C1)C(F)(F)F ((Z)—N-(((6-(Methylsulfonamido)pyridine-2-yl)amino)((2-(trifluoromethyl)benzyl)amino)methylene)-4-(trifluoromethyl)benzamide). The yield is 40.4%. Reaction SMILES: [NH2:1][C:2]1[N:7]=[C:6]([NH:8]/[C:9](/[NH:23][CH2:24][C:25]2[CH:30]=[CH:29][CH:28]=[CH:27][C:26]=2[C:31]([F:34])([F:33])[F:32])=[N:10]\[C:11](=[O:22])[C:12]2[CH:17]=[CH:16][C:15]([C:18]([F:21])([F:20])[F:19])=[CH:14][CH:13]=2)[CH:5]=[CH:4][CH:3]=1.N1C=CC=CC=1.[S:41](Cl)([CH3:44])(=[O:43])=[O:42]>ClCCl>[CH3:44][S:41]([NH:1][C:2]1[N:7]=[C:6]([NH:8]/[C:9](/[NH:23][CH2:24][C:25]2[CH:30]=[CH:29][CH:28]=[CH:27][C:26]=2[C:31]([F:34])([F:32])[F:33])=[N:10]\[C:11](=[O:22])[C:12]2[CH:17]=[CH:16][C:15]([C:18]([F:19])([F:20])[F:21])=[CH:14][CH:13]=2)[CH:5]=[CH:4][CH:3]=1)(=[O:43])=[O:42]. Reported procedure: (Z)-N-(((6-Aminopyridin-2-yl)amino)((2-(trifluoromethyl)benzyl)amino) methylene)-4-(trifluoromethyl)benzamide (200 mg, 0.42 mmol) was dissolved in dichloromethane (3.8 mL) and pyridine (0.4 mL) was added followed by mesyl chloride (32 μL, 0.42 mmol). The reaction was stirred at room temperature for 3 days, and another equivalent of mesyl chloride (32 μL, 0.42 mmol) was added, and stirring continued for another 24 h. The crude material then was concentrated, and the residue was partitioned betwee...